From a dataset of the Open Reaction Database (ORD), a public repository of structured organic reaction records. describe an organic reaction: reactants, conditions, products, and yield Reactants: NC1=NC=NC=C1 (4-aminopyrimidine), N1=CC=CC=C1 (pyridine), ice water, solution, C(C(=O)Cl)(=O)Cl (oxalyl chloride), C1(CCCC1)C[C@@H](C(=O)O)C1=CC(=C(C=C1)S(=O)(=O)C)C(F)(F)F (3-cyclopentyl-2(R)-(4-methanesulfonyl-3-trifluoromethyl-phenyl)-propionic acid). Run in O1CCCC1 (tetrahydrofuran), CN(C=O)C (N,N-dimethylformamide), C(Cl)Cl (methylene chloride), C(Cl)Cl (methylene chloride). Conditions: temperature 25 celsius, time 1 hour. Product: hexanes ethyl acetate, C1(CCCC1)C[C@@H](C(=O)NC1=NC=NC=C1)C1=CC(=C(C=C1)S(=O)(=O)C)C(F)(F)F (3-cyclopentyl-2(R)-(4-methanesulfonyl-3-trifluoromethyl-phenyl)-N-pyrimidin-4-yl-propionamide). Isolated yield 336.6%. Reaction SMILES: [CH:1]1([CH2:6][C@H:7]([C:11]2[CH:16]=[CH:15][C:14]([S:17]([CH3:20])(=[O:19])=[O:18])=[C:13]([C:21]([F:24])([F:23])[F:22])[CH:12]=2)[C:8]([OH:10])=O)[CH2:5][CH2:4][CH2:3][CH2:2]1.C(Cl)(=O)C(Cl)=O.[NH2:31][C:32]1[CH:37]=[CH:36][N:35]=[CH:34][N:33]=1.N1C=CC=CC=1>C(Cl)Cl.CN(C)C=O.O1CCCC1>[CH:1]1([CH2:6][C@H:7]([C:11]2[CH:16]=[CH:15][C:14]([S:17]([CH3:20])(=[O:18])=[O:19])=[C:13]([C:21]([F:22])([F:24])[F:23])[CH:12]=2)[C:8]([NH:31][C:32]2[CH:37]=[CH:36][N:35]=[CH:34][N:33]=2)=[O:10])[CH2:2][CH2:3][CH2:4][CH2:5]1. Reported procedure: A solution of 3-cyclopentyl-2(R)-(4-methanesulfonyl-3-trifluoromethyl-phenyl)-propionic acid (8.32 g, 20.0 mmol) in methylene chloride (100 mL) cooled to 0° C. was treated with a 2.0M solution of oxalyl chloride in methylene chloride (11.14 mL, 22.28 mmol) and N,N-dimethylformamide (0.5 mL). The reaction mixture was stirred at 0° C. for 45 min and at 25° C. for 1 h. The reaction mixture was then cooled to 0° C. and treated with a solution of 4-aminopyrimidine (4.02 g, 4.28 mmol) in tetrahydrofur... Starting materials: COC1=CC=C(C=C1)C(NC=1COCC([C@@](N1)(C)C1=C(C=CC(=C1)Br)F)(F)F)(C1=CC=CC=C1)C1=CC=C(C=C1)OC ((R)—N-(bis(4-methoxyphenyl)(phenyl)methyl)-5-(5-bromo-2-fluorophenyl)-6,6-difluoro-5-methyl-2,5,6,7-tetrahydro-1,4-oxazepin-3-amine), C(C1=CC=CC=C1)(C1=CC=CC=C1)=N (benzophenone imine), CC(C)([O-])C.[Na+] (sodium tert-butoxide), C(C)(C)(C)P(C1=C(C=CC=C1)C1=C(C=C(C=C1C(C)C)C(C)C)C(C)C)C(C)(C)C (2-di-t-butylphosphino-2′,4′,6′-triisopropylbiphenyl). The reagents and catalysts are C1=CC=C(C=C1)/C=C/C(=O)/C=C/C2=CC=CC=C2.C1=CC=C(C=C1)/C=C/C(=O)/C=C/C2=CC=CC=C2.C1=CC=C(C=C1)/C=C/C(=O)/C=C/C2=CC=CC=C2.C(Cl)(Cl)Cl.[Pd].[Pd] (tris(dibenzylideneacetone) dipalladium chloroform adduct). Solvent: C1(=CC=CC=C1)C (toluene). Conditions: temperature 105 celsius. The product is COC1=CC=C(C=C1)C(NC=1COCC([C@@](N1)(C)C1=C(C=CC(=C1)N=C(C1=CC=CC=C1)C1=CC=CC=C1)F)(F)F)(C1=CC=CC=C1)C1=CC=C(C=C1)OC ((R)—N-(bis(4-methoxyphenyl)(phenyl)methyl)-5-(5-(diphenylmethyleneamino)-2-fluorophenyl)-6,6-difluoro-5-methyl-2,5,6,7-tetrahydro-1,4-oxazepin-3-amine). RXN SMILES: [CH3:1][O:2][C:3]1[CH:8]=[CH:7][C:6]([C:9]([C:35]2[CH:40]=[CH:39][C:38]([O:41][CH3:42])=[CH:37][CH:36]=2)([C:29]2[CH:34]=[CH:33][CH:32]=[CH:31][CH:30]=2)[NH:10][C:11]2[CH2:12][O:13][CH2:14][C:15]([F:28])([F:27])[C@:16]([C:19]3[CH:24]=[C:23](Br)[CH:22]=[CH:21][C:20]=3[F:26])([CH3:18])[N:17]=2)=[CH:5][CH:4]=1.[C:43](=[NH:56])([C:50]1[CH:55]=[CH:54][CH:53]=[CH:52][CH:51]=1)[C:44]1[CH:49]=[CH:48][CH:47]=[CH:46][CH:45]=1.CC(C)([O-])C.[Na+].C(P(C(C)(C)C)C1C=CC=CC=1C1C(C(C)C)=CC(C(C)C)=CC=1C(C)C)(C)(C)C>C1(C)C=CC=CC=1.C1C=CC(/C=C/C(/C=C/C2C=CC=CC=2)=O)=CC=1.C1C=CC(/C=C/C(/C=C/C2C=CC=CC=2)=O)=CC=1.C1C=CC(/C=C/C(/C=C/C2C=CC=CC=2)=O)=CC=1.C(Cl)(Cl)Cl.[Pd].[Pd]>[CH3:1][O:2][C:3]1[CH:8]=[CH:7][C:6]([C:9]([C:35]2[CH:40]=[CH:39][C:38]([O:41][CH3:42])=[CH:37][CH:36]=2)([C:29]2[CH:34]=[CH:33][CH:32]=[CH:31][CH:30]=2)[NH:10][C:11]2[CH2:12][O:13][CH2:14][C:15]([F:28])([F:27])[C@:16]([C:19]3[CH:24]=[C:23]([N:56]=[C:43]([C:44]4[CH:49]=[CH:48][CH:47]=[CH:46][CH:45]=4)[C:50]4[CH:55]=[CH:54][CH:53]=[CH:52][CH:51]=4)[CH:22]=[CH:21][C:20]=3[F:26])([CH3:18])[N:17]=2)=[CH:5][CH:4]=1 |f:2.3,6.7.8.9.10.11|. Reported procedure: To a solution of (R)—N-(bis(4-methoxyphenyl)(phenyl)methyl)-5-(5-bromo-2-fluorophenyl)-6,6-difluoro-5-methyl-2,5,6,7-tetrahydro-1,4-oxazepin-3-amine (intermediate A8A) (1.2 mmol) in toluene (15 ml) was added subsequently at 22° C. and under a argon atmosphere benzophenone imine (2.4 mmol), sodium tert-butoxide (3.6 mmol) and 2-di-t-butylphosphino-2′,4′,6′-triisopropylbiphenyl (0.12 mmol). To the mixture was added tris(dibenzylideneacetone) dipalladium chloroform adduct (0.036 mmol), the tube was... Reactants: CC1=CC(=O)C=2C=CC=CC2C1=O (menadione), BrC1=C(C=CC(=C1)OC)CC(=O)O (2-Bromo-4-methoxyphenylacetic acid). Yields the product BrC1=C(CC=2C(C3=CC=CC=C3C(C2C)=O)=O)C=CC(=C1)OC (2-(2-Bromo-4-methoxy-benzyl)-3-methyl-[1,4]naphthoquinone). Yield: 57.0%. Reaction SMILES: [CH3:1][C:2]1[C:12](=[O:13])[C:11]2[CH:10]=[CH:9][CH:8]=[CH:7][C:6]=2[C:4](=[O:5])[CH:3]=1.[Br:14][C:15]1[CH:20]=[C:19]([O:21][CH3:22])[CH:18]=[CH:17][C:16]=1[CH2:23]C(O)=O>>[Br:14][C:15]1[CH:20]=[C:19]([O:21][CH3:22])[CH:18]=[CH:17][C:16]=1[CH2:23][C:3]1[C:4](=[O:5])[C:6]2[C:11]([C:12](=[O:13])[C:2]=1[CH3:1])=[CH:10][CH:9]=[CH:8][CH:7]=2. Procedure details: As starting materials for the coupling reaction menadione and 2-Bromo-4-methoxyphenylacetic acid were used. Synthesis is realized according to the general procedure described in general procedure of example 1. After chromatography on silica gel (petroleum ether:CH2Cl2=1:1, UV), 857 mg (2.31 mmol, 57% yield) of P_TM102 were isolated as yellow oil. Yields the product CC12CCC(=O)C=C1C(F)CC1C2=CCC2(C)C(=O)CCC12. Reactants: ClCCl, CC12CCC3(O)C(CC(F)C4=CC(=O)CCC43C)C1CCC2=O. Reaction SMILES: [CH2:24]([Cl:25])[Cl:26].[F:1][CH:2]1[CH2:3][CH:4]2[CH:5]3[CH2:6][CH2:7][C:8](=[O:23])[C:9]3([CH3:10])[CH2:11][CH2:12][C:13]2([OH:22])[C:14]2([CH3:21])[CH2:15][CH2:16][C:17](=[O:20])[CH:18]=[C:19]12>>[F:1][CH:2]1[CH2:3][CH:4]2[CH:5]3[CH2:6][CH2:7][C:8](=[O:23])[C:9]3([CH3:10])[CH2:11][CH:12]=[C:13]2[C:14]2([CH3:21])[CH2:15][CH2:16][C:17](=[O:20])[CH:18]=[C:19]12. The reactants are C, CC(=O)[O-], CC(=O)O, COC(=O)c1nc(Cl)c2cc(OC)c(OC)cc2c1-c1ccncc1, [Na+], [Pd]. The product is COC(=O)c1ncc2cc(OC)c(OC)cc2c1-c1ccncc1. RXN SMILES: [C:31].[CH3:27][C:28](=[O:29])[O-:30].[CH3:33][C:34](=[O:35])[OH:36].[Cl:1][c:2]1[n:3][c:4]([C:22](=[O:23])[O:24][CH3:25])[c:5](-[c:16]2[cH:17][cH:18][n:19][cH:20][cH:21]2)[c:6]2[cH:7][c:8]([O:14][CH3:15])[c:9]([O:12][CH3:13])[cH:10][c:11]12.[Na+:26].[Pd:32]>>[cH:2]1[n:3][c:4]([C:22](=[O:23])[O:24][CH3:25])[c:5](-[c:16]2[cH:17][cH:18][n:19][cH:20][cH:21]2)[c:6]2[cH:7][c:8]([O:14][CH3:15])[c:9]([O:12][CH3:13])[cH:10][c:11]12. Run in C(C)#N (acetonitrile), C(C)(=O)OCC (ethyl acetate). Reactants: NC(C(O)C1=CC=C(C(=O)OC)C=C1)CC1=CC(=CC=C1)OC(C(F)F)(F)F (methyl 4-[(1RS,2SR)-2-amino-1-hydroxy-3-[3-(1,1,2,2-tetrafluoroethoxy)phenyl]propyl]benzoate), C=1(C=CC=C2C1C=CCCC2)C(=O)O (6,7-dihydro-5H-benzo[a]cycloheptene-1-carboxylic acid), O.ON1N=NC2=C1C=CC=C2 (1-hydroxybenzotriazole hydrate), Cl.C(C)N=C=NCCCN(C)C (1-ethyl-3-(3-dimethylaminopropyl)carbodiimide hydrochloride). Reaction conditions: time 8 hour. The product is C1(=CC=CC2=C1C=CCCC2)C(=O)NC(C(O)C2=CC=C(C(=O)OC)C=C2)CC2=CC(=CC=C2)OC(C(F)F)(F)F (methyl 4-[(1RS,2SR)-2-[(6,7-dihydro-5H-benzo[a]cyclohepten-1-ylcarbonyl)amino]-1-hydroxy-3-[3-(1,1,2,2-tetrafluoroethoxy)phenyl]propyl]benzoate). Procedure: While stirring methyl 4-[(1RS,2SR)-2-amino-1-hydroxy-3-[3-(1,1,2,2-tetrafluoroethoxy)phenyl]propyl]benzoate (10.80 g, 26.91 mmol), 6,7-dihydro-5H-benzo[a]cycloheptene-1-carboxylic acid (5.06 g, 26.9 mmol) and 1-hydroxybenzotriazole hydrate (4.12 g, 26.9 mmol) in acetonitrile (10 ml), 1-ethyl-3-(3-dimethylaminopropyl)carbodiimide hydrochloride (5.16 g, 26.9 mmol) was added and the mixture was stirred overnight at room temperature. The reaction solution was diluted with ethyl acetate, washed with ... RXN SMILES: [NH2:1][CH:2]([CH2:15][C:16]1[CH:21]=[CH:20][CH:19]=[C:18]([O:22][C:23]([F:28])([F:27])[CH:24]([F:26])[F:25])[CH:17]=1)[CH:3]([C:5]1[CH:14]=[CH:13][C:8]([C:9]([O:11][CH3:12])=[O:10])=[CH:7][CH:6]=1)[OH:4].[C:29]1([C:40](O)=[O:41])[CH:30]=[CH:31][CH:32]=[C:33]2[CH2:39][CH2:38][CH2:37][CH:36]=[CH:35][C:34]=12.O.ON1C2C=CC=CC=2N=N1.Cl.C(N=C=NCCCN(C)C)C>C(#N)C.C(OCC)(=O)C>[C:29]1([C:40]([NH:1][CH:2]([CH2:15][C:16]2[CH:21]=[CH:20][CH:19]=[C:18]([O:22][C:23]([F:27])([F:28])[CH:24]([F:25])[F:26])[CH:17]=2)[CH:3]([C:5]2[CH:14]=[CH:13][C:8]([C:9]([O:11][CH3:12])=[O:10])=[CH:7][CH:6]=2)[OH:4])=[O:41])[C:34]2[CH:35]=[CH:36][CH2:37][CH2:38][CH2:39][C:33]=2[CH:32]=[CH:31][CH:30]=1 |f:2.3,4.5|. Starting materials: CC(C)(C)OC(=O)N1CCCCC1CNC(=O)C(F)(F)F, O=C([O-])[O-], CO, [K+], [K+]. Yields the product CC(C)(C)OC(=O)N1CCCCC1CN. RXN SMILES: [C:1]([CH3:2])([CH3:3])([CH3:4])[O:5][C:6](=[O:7])[N:8]1[CH:9]([CH2:14][NH:15][C:16](=[O:17])[C:18]([F:19])([F:20])[F:21])[CH2:10][CH2:11][CH2:12][CH2:13]1.[C:22](=[O:23])([O-:24])[O-:25].[CH3:28][OH:29].[K+:26].[K+:27]>>[C:1]([CH3:2])([CH3:3])([CH3:4])[O:5][C:6](=[O:7])[N:8]1[CH:9]([CH2:14][NH2:15])[CH2:10][CH2:11][CH2:12][CH2:13]1. Reactants: O=C(Cl)OCc1ccccc1, CC(C)CC1COCC(=O)N1, Cl, [Na+], [OH-], O. Yields the product CC(C)CC(COCC(=O)O)NC(=O)OCc1ccccc1. RXN SMILES: [CH2:13]([c:14]1[cH:15][cH:16][cH:17][cH:18][cH:19]1)[O:20][C:21](=[O:22])[Cl:23].[CH3:1][CH:2]([CH2:3][CH:4]1[NH:5][C:6](=[O:10])[CH2:7][O:8][CH2:9]1)[CH3:11].[ClH:12].[Na+:25].[OH-:24].[OH2:26]>>[CH3:1][CH:2]([CH2:3][CH:4]([NH:5][C:21]([O:20][CH2:13][c:14]1[cH:15][cH:16][cH:17][cH:18][cH:19]1)=[O:22])[CH2:9][O:8][CH2:7][C:6](=[O:10])[OH:24])[CH3:11]. Reactants: C(=O)([O-])[O-].[K+].[K+] (K2CO3), C=C1CCCCCCCCCCCCCC1 (Methylenecyclopentadecane), solution, B.C1CCOC1 (BH3-THF), solution, [OH-].[Na+] (NaOH), OO (H2O2), B#B (diborane). Solvent: C1CCOC1 (THF), O (water). Conditions: temperature 0 celsius, time 1 hour. Yields the product C1(CCCCCCCCCCCCCC1)CO (Cyclopentadecylmethanol). Isolated yield 74.5%. Reaction SMILES: [CH2:1]=[C:2]1[CH2:16][CH2:15][CH2:14][CH2:13][CH2:12][CH2:11][CH2:10][CH2:9][CH2:8][CH2:7][CH2:6][CH2:5][CH2:4][CH2:3]1.B.C1C[O:21]CC1.B#B.[OH-].[Na+].OO.C([O-])([O-])=O.[K+].[K+]>C1COCC1.O>[CH:2]1([CH2:1][OH:21])[CH2:3][CH2:4][CH2:5][CH2:6][CH2:7][CH2:8][CH2:9][CH2:10][CH2:11][CH2:12][CH2:13][CH2:14][CH2:15][CH2:16]1 |f:1.2,4.5,7.8.9|. Procedure: A solution of the starting alkene 51 (1.5 g, 6.7 mmol) in THF (8 mL) was added dropwise to a cooled 1 M solution of BH3-THF (20.2 mL, 20.2 mmol). The reaction was stirred at 0° C. for 1 h and then allowed to stir for 2 h at room temperature. Excess diborane was decomposed by dropwise addition of water (10 mL). A 3 M solution of NaOH (10 mL) was then added, followed by dropwise addition of 30% H2O2 (10 mL). The reaction was stirred for 1 h at room temperature and K2CO3 (100 mg) was then added. Th... Reactants: C[S-], CN(C)C=O, COc1ccc(C2(CN3CCN(C)CC3)CCOCC2)cc1, [Cl-], [NH4+], [Na+]. Product: CN1CCN(CC2(c3ccc(O)cc3)CCOCC2)CC1. RXN SMILES: [CH3:1][S-:2].[CH3:28][N:29]([CH3:30])[CH:31]=[O:32].[CH3:4][O:5][c:6]1[cH:7][cH:8][c:9]([C:12]2([CH2:18][N:19]3[CH2:20][CH2:21][N:22]([CH3:25])[CH2:23][CH2:24]3)[CH2:13][CH2:14][O:15][CH2:16][CH2:17]2)[cH:10][cH:11]1.[Cl-:26].[NH4+:27].[Na+:3]>>[OH:5][c:6]1[cH:7][cH:8][c:9]([C:12]2([CH2:18][N:19]3[CH2:20][CH2:21][N:22]([CH3:25])[CH2:23][CH2:24]3)[CH2:13][CH2:14][O:15][CH2:16][CH2:17]2)[cH:10][cH:11]1.